This data is from the Open Reaction Database (ORD), a public repository of structured organic reaction records. The task is: describe an organic reaction: reactants, conditions, products, and yield The reactants are FC1=CC=C(C#N)C=C1.COC(=O)CCC1=CC=C(C=C1)N1CCNS1(=O)=O (5-[4-(2-methoxycarbonyl-ethyl)-phenyl]-3,4-dihydro-2H,5H-1,2,5-thiadiazole-1,1-dioxide 4-Fluoro-benzonitrile), [H-].[Na+] (sodium hydride), CN1C(CCC1)=O (N-methyl-pyrrolidone). The reagents and catalysts are [Cu] (copper). Product: C(#N)C1=CC=C(C=C1)N1C(N(CC1)C1CCC(CC1)CCC(=O)OC)=O (1-(4-Cyano-phenyl)-3-[4-(2-methoxycarbonyl-ethyl)-cyclohexyl]-imidazolidin-2-one). RXN SMILES: F[C:2]1[CH:9]=[CH:8][C:5]([C:6]#[N:7])=[CH:4][CH:3]=1.[CH3:10][O:11][C:12]([CH2:14][CH2:15][C:16]1[CH:21]=[CH:20][C:19]([N:22]2S(=O)(=O)[NH:25][CH2:24][CH2:23]2)=[CH:18][CH:17]=1)=[O:13].[H-].[Na+].CN1CCC[C:33]1=[O:37]>[Cu]>[C:6]([C:5]1[CH:8]=[CH:9][C:2]([N:25]2[CH2:24][CH2:23][N:22]([CH:19]3[CH2:20][CH2:21][CH:16]([CH2:15][CH2:14][C:12]([O:11][CH3:10])=[O:13])[CH2:17][CH2:18]3)[C:33]2=[O:37])=[CH:3][CH:4]=1)#[N:7] |f:0.1,2.3|. Procedure details: 2-64=cyano-phenyl)-5-[4-(2-methoxycarbonyl-ethyl)-phenyl]-3,4-dihydro-2H,5H-1,2,5-thiadiazole-1,1-dioxide 4-Fluoro-benzonitrile and sodium hydride in N-methyl-pyrrolidone were used without copper salts. Starting materials: COC(=O)c1c(-c2ccc(F)cc2)oc2ccc(Br)nc12, C1CCOC1, CO, CCOC(C)=O, [Na+], [OH-]. The product is O=C(O)c1c(-c2ccc(F)cc2)oc2ccc(Br)nc12. As a reaction SMILES: [Br:3][c:4]1[cH:5][cH:6][c:7]2[c:8]([n:9]1)[c:10]([C:20](=[O:21])[O:22][CH3:23])[c:11](-[c:13]1[cH:14][cH:15][c:16]([F:19])[cH:17][cH:18]1)[o:12]2.[CH2:24]1[O:25][CH2:26][CH2:27][CH2:28]1.[CH3:29][OH:30].[CH3:31][CH2:32][O:33][C:34]([CH3:35])=[O:36].[Na+:2].[OH-:1]>>[Br:3][c:4]1[cH:5][cH:6][c:7]2[c:8]([n:9]1)[c:10]([C:20](=[O:21])[OH:22])[c:11](-[c:13]1[cH:14][cH:15][c:16]([F:19])[cH:17][cH:18]1)[o:12]2. Solvent: C1CCOC1 (THF), C(C)(=O)OCC (ethyl acetate). Procedure: To a solution of 4′-[(2-methyl-5-oxo-7-propyl-4,5-dihydro[1,2,4]triazolo[1,5-a]pyrimidin-6-yl)methyl]biphenyl-2-carbonitrile (1.5 g), (1-phenylcyclopropyl)methanol (0.87 g) and tributylphosphine (2 mL) in THF (100 mL) was added 1,1′-(azodicarbonyl)dipiperidine (2 g) at 0° C., and the mixture was stirred at room temperature overnight. The reaction mixture was diluted with ethyl acetate, washed with 5% aqueous potassium hydrogensulfate solution and then with saturated brine, and dried over anhydro... The reactants are CC1=NN2C(NC(C(=C2CCC)CC2=CC=C(C=C2)C=2C(=CC=CC2)C#N)=O)=N1 (4′-[(2-methyl-5-oxo-7-propyl-4,5-dihydro[1,2,4]triazolo[1,5-a]pyrimidin-6-yl)methyl]biphenyl-2-carbonitrile), C1(=CC=CC=C1)C1(CC1)CO ((1-phenylcyclopropyl)methanol), C(CCC)P(CCCC)CCCC (tributylphosphine), N(=NC(=O)N1CCCCC1)C(=O)N1CCCCC1 (1,1′-(azodicarbonyl)dipiperidine). Conditions: time 8 hour. Yields the product CC1=NN2C(N(C(C(=C2CCC)CC2=CC=C(C=C2)C=2C(=CC=CC2)C#N)=O)CC2(CC2)C2=CC=CC=C2)=N1 (4′-({2-methyl-5-oxo-4-[(1-phenylcyclopropyl)methyl]-7-propyl-4,5-dihydro[1,2,4]triazolo[1,5-a]pyrimidin-6-yl}methyl)biphenyl-2-carbonitrile). As a reaction SMILES: [CH3:1][C:2]1[N:29]=[C:5]2[NH:6][C:7](=[O:28])[C:8]([CH2:13][C:14]3[CH:19]=[CH:18][C:17]([C:20]4[C:21]([C:26]#[N:27])=[CH:22][CH:23]=[CH:24][CH:25]=4)=[CH:16][CH:15]=3)=[C:9]([CH2:10][CH2:11][CH3:12])[N:4]2[N:3]=1.[C:30]1([C:36]2([CH2:39]O)[CH2:38][CH2:37]2)[CH:35]=[CH:34][CH:33]=[CH:32][CH:31]=1.C(P(CCCC)CCCC)CCC.N(C(N1CCCCC1)=O)=NC(N1CCCCC1)=O>C1COCC1.C(OCC)(=O)C>[CH3:1][C:2]1[N:29]=[C:5]2[N:6]([CH2:39][C:36]3([C:30]4[CH:35]=[CH:34][CH:33]=[CH:32][CH:31]=4)[CH2:38][CH2:37]3)[C:7](=[O:28])[C:8]([CH2:13][C:14]3[CH:19]=[CH:18][C:17]([C:20]4[C:21]([C:26]#[N:27])=[CH:22][CH:23]=[CH:24][CH:25]=4)=[CH:16][CH:15]=3)=[C:9]([CH2:10][CH2:11][CH3:12])[N:4]2[N:3]=1. The yield is 21.4%.